From a dataset of the Open Reaction Database (ORD), a public repository of structured organic reaction records. describe an organic reaction: reactants, conditions, products, and yield The reactants are C[O-].[Na+] (sodium methylate), N1C(=O)C=CC2=CC=CC=C12 (carbostyril), OC(C(CC)NC(C)C)C1=C2C=CC(NC2=C(C=C1)O)=O (5-(1-hydroxy-2-isopropylaminobutyl)-8-hydroxycarbostyril). The solvent is CO (methanol). Reaction conditions: temperature 0 celsius, time 1 hour. Product: C1(CCCCC1)C(=O)OC=1C=CC(=C2C=CC(NC12)=O)C(C(CC)NC(C)C)O (8-cyclohexylcarbonyloxy-5-(1-hydroxy-2-isopropylaminobutyl)carbostyril). RXN SMILES: [OH:1][CH:2]([C:10]1[CH:19]=[CH:18][C:17]([OH:20])=[C:16]2[C:11]=1[CH:12]=[CH:13][C:14](=[O:21])[NH:15]2)[CH:3]([NH:6][CH:7]([CH3:9])[CH3:8])[CH2:4][CH3:5].C[O-:23].[Na+].N1[C:35]2[C:30](=[CH:31][CH:32]=[CH:33][CH:34]=2)[CH:29]=CC1=O>CO>[CH:30]1([C:29]([O:20][C:17]2[CH:18]=[CH:19][C:10]([CH:2]([OH:1])[CH:3]([NH:6][CH:7]([CH3:9])[CH3:8])[CH2:4][CH3:5])=[C:11]3[C:16]=2[NH:15][C:14](=[O:21])[CH:13]=[CH:12]3)=[O:23])[CH2:35][CH2:34][CH2:33][CH2:32][CH2:31]1 |f:1.2|. Procedure details: 5.8 g of 5-(1-hydroxy-2-isopropylaminobutyl)-8-hydroxycarbostyril was dissolved in 100 ml of methanol, and a methanolic solution of 10% sodium methylate was added to the resulting solution in an equimolar amount relative to the starting carbostyril compound. The mixture was concentrated to dryness and the resulting residue was dissolved in 100 ml of dimethylformamide. 2.9 g of cyclohexanecarboxylic acid chloride was then added while cooling with ice-water and the mixture was stirred for one hour... Reactants: O=C([O-])[O-], CC(C)=O, COc1cc(C=O)cc(OC)c1O, [K+], [K+], O=[N+]([O-])c1ccc(CBr)cc1. Product: COc1cc(C=O)cc(OC)c1OCc1ccc([N+](=O)[O-])cc1. Reaction SMILES: [C:25](=[O:26])([O-:27])[O-:28].[CH3:31][C:32](=[O:33])[CH3:34].[CH:1]([c:2]1[cH:3][c:4]([O:5][CH3:6])[c:7]([OH:8])[c:9]([O:10][CH3:11])[cH:12]1)=[O:13].[K+:29].[K+:30].[N+:14](=[O:15])([O-:16])[c:17]1[cH:18][cH:19][c:20]([CH2:21][Br:22])[cH:23][cH:24]1>>[CH:1]([c:2]1[cH:3][c:4]([O:5][CH3:6])[c:7]([O:8][CH2:21][c:20]2[cH:19][cH:18][c:17]([N+:14](=[O:15])[O-:16])[cH:24][cH:23]2)[c:9]([O:10][CH3:11])[cH:12]1)=[O:13]. The reactants are O.NN (Hydrazine monohydrate), FC1=C(C(=O)OC)C=C(C=C1F)[N+](=O)[O-] (methyl 2,3-difluoro-5-nitrobenzoate). Solvent: CCO (EtOH). Conditions: time 10 minute. Product: FC=1C=C(C=C2C(=NNC12)O)[N+](=O)[O-] (7-Fluoro-5-nitro-1H-indazol-3-ol). As a reaction SMILES: O.[NH2:2][NH2:3].F[C:5]1[C:14]([F:15])=[CH:13][C:12]([N+:16]([O-:18])=[O:17])=[CH:11][C:6]=1[C:7](OC)=[O:8]>CCO>[F:15][C:14]1[CH:13]=[C:12]([N+:16]([O-:18])=[O:17])[CH:11]=[C:6]2[C:5]=1[NH:3][N:2]=[C:7]2[OH:8] |f:0.1|. Procedure: Hydrazine monohydrate (1.91 ml) was added to an EtOH (40 ml) solution containing methyl 2,3-difluoro-5-nitrobenzoate (1.71 g) obtained in the 2nd step, followed by stirring at room temperature for 10 minutes. An insoluble precipitate was removed by filtration and washed with EtOH. 7-Fluoro-5-nitro-1H-indazol-3-ol (956 mg) was thus obtained. Reaction SMILES: [C:1]([CH3:2])([CH3:3])([CH3:4])[O:5][C:6]([CH2:7][n:8]1[cH:9][cH:10][c:11]2[cH:12][cH:13][c:14]([OH:17])[cH:15][c:16]12)=[O:18].[C:36](=[O:37])([O-:38])[O-:39].[CH3:44][N:45]([CH3:46])[CH:47]=[O:48].[Cl:19][CH2:20][c:21]1[n:22][nH:23][c:24](-[c:26]2[cH:27][cH:28][c:29]([C:32]([F:33])([F:34])[F:35])[cH:30][cH:31]2)[cH:25]1.[Cs+:40].[Cs+:41].[I-:43].[K+:42]>>[C:1]([CH3:2])([CH3:3])([CH3:4])[O:5][C:6]([CH2:7][n:8]1[cH:9][cH:10][c:11]2[cH:12][cH:13][c:14]([O:17][CH2:20][c:21]3[n:22][nH:23][c:24](-[c:26]4[cH:27][cH:28][c:29]([C:32]([F:33])([F:34])[F:35])[cH:30][cH:31]4)[cH:25]3)[cH:15][c:16]12)=[O:18]. The product is CC(C)(C)OC(=O)Cn1ccc2ccc(OCc3cc(-c4ccc(C(F)(F)F)cc4)[nH]n3)cc21. Starting materials: CC(C)(C)OC(=O)Cn1ccc2ccc(O)cc21, O=C([O-])[O-], CN(C)C=O, FC(F)(F)c1ccc(-c2cc(CCl)n[nH]2)cc1, [Cs+], [Cs+], [I-], [K+]. Reactants: Cl (hydrochloric acid), NC1=NC=C(C=C1C1=CC=C(C=C1)NC(=O)C1=CN(C=C(C1=O)C1=CC=C(C=C1)F)CC(F)(F)F)C1=CC(=C(C=C1)OC)OC (N-{4-[2-amino-5-(3,4-dimethoxyphenyl)pyridin-3-yl]phenyl}-5-(4-fluorophenyl)-4-oxo-1-(2,2,2-trifluoroethyl)-1,4-dihydropyridine-3-carboxamide), Cl (hydrochloric acid). The solvent is O (Water), O (Water). Run at temperature 40 celsius, time 6 day. Product: O.Cl.NC1=NC=C(C=C1C1=CC=C(C=C1)NC(=O)C1=CN(C=C(C1=O)C1=CC=C(C=C1)F)CC(F)(F)F)C1=CC(=C(C=C1)OC)OC (N-{4-[2-Amino-5-(3,4-dimethoxyphenyl)pyridin-3-yl]phenyl}-5-(4-fluorophenyl)-4-oxo-1-(2,2,2-trifluoroethyl)-1,4-dihydropyridine-3-carboxamide hydrochloride hydrate). The yield is 100.0%. Reaction SMILES: [ClH:1].[NH2:2][C:3]1[C:8]([C:9]2[CH:14]=[CH:13][C:12]([NH:15][C:16]([C:18]3[C:23](=[O:24])[C:22]([C:25]4[CH:30]=[CH:29][C:28]([F:31])=[CH:27][CH:26]=4)=[CH:21][N:20]([CH2:32][C:33]([F:36])([F:35])[F:34])[CH:19]=3)=[O:17])=[CH:11][CH:10]=2)=[CH:7][C:6]([C:37]2[CH:42]=[CH:41][C:40]([O:43][CH3:44])=[C:39]([O:45][CH3:46])[CH:38]=2)=[CH:5][N:4]=1>O>[OH2:17].[ClH:1].[NH2:2][C:3]1[C:8]([C:9]2[CH:10]=[CH:11][C:12]([NH:15][C:16]([C:18]3[C:23](=[O:24])[C:22]([C:25]4[CH:26]=[CH:27][C:28]([F:31])=[CH:29][CH:30]=4)=[CH:21][N:20]([CH2:32][C:33]([F:34])([F:35])[F:36])[CH:19]=3)=[O:17])=[CH:13][CH:14]=2)=[CH:7][C:6]([C:37]2[CH:42]=[CH:41][C:40]([O:43][CH3:44])=[C:39]([O:45][CH3:46])[CH:38]=2)=[CH:5][N:4]=1 |f:3.4.5|. Procedure details: Water (36 ml) and a 1.004 mol/L aqueous hydrochloric acid solution (3.54 ml, 1.10 eq.) were added to N-{4-[2-amino-5-(3,4-dimethoxyphenyl)pyridin-3-yl]phenyl}-5-(4-fluorophenyl)-4-oxo-1-(2,2,2-trifluoroethyl)-1,4-dihydropyridine-3-carboxamide (2.00 g, 3.23 mmol) at room temperature. The mixture was stirred at 40° C. for six days and then stirred at room temperature for 30 minutes. The precipitated solid was collected by filtration and dried at room temperature. Water (38 ml) and a 1.004 mol/L aq... Reactants: C=CCBr, C1CCOC1, CC(C)CC(CO)NC(=O)C(F)(F)F, [H-], [Na+]. Product: C=CCOCC(CC(C)C)NC(=O)C(F)(F)F. As a reaction SMILES: [Br:17][CH2:18][CH:19]=[CH2:20].[CH2:21]1[O:22][CH2:23][CH2:24][CH2:25]1.[F:1][C:2]([C:3](=[O:4])[NH:5][CH:6]([CH2:7][OH:8])[CH2:9][CH:10]([CH3:11])[CH3:12])([F:13])[F:14].[H-:15].[Na+:16]>>[F:1][C:2]([C:3](=[O:4])[NH:5][CH:6]([CH2:7][O:8][CH2:20][CH:19]=[CH2:18])[CH2:9][CH:10]([CH3:11])[CH3:12])([F:13])[F:14]. The reactants are C1CCC(CC1)N=C=NC2CCCCC2 (DCC), ClC1=CC=NC=C1C(=O)O (4-chloronicotinic acid), C(C)O (ethanol), C1(=CC=CC=C1)O (Phenol), C(=O)([O-])[O-].[K+].[K+] (K2CO3). The reagents and catalysts are CN(C)C=1C=CN=CC1 (DMAP), [Cu] (copper), [Cu](I)I (copper iodide). Solvent: O (Water), O (water), CN(C)C=O (DMF). Conditions: time 1 hour. Yields the product O(C1=CC=CC=C1)C1=CC=NC=C1C(=O)OCC (ethyl 4-phenoxynicotinate). Yield: 51.5%. Reaction SMILES: [CH2:1]1CCC(N=C=NC2CCCCC2)C[CH2:2]1.Cl[C:17]1[C:22]([C:23]([OH:25])=[O:24])=[CH:21][N:20]=[CH:19][CH:18]=1.C(O)C.[C:29]1([OH:35])[CH:34]=[CH:33][CH:32]=[CH:31][CH:30]=1.C([O-])([O-])=O.[K+].[K+]>CN(C1C=CN=CC=1)C.CN(C=O)C.[Cu].[Cu](I)I.O>[O:35]([C:17]1[C:22]([C:23]([O:25][CH2:1][CH3:2])=[O:24])=[CH:21][N:20]=[CH:19][CH:18]=1)[C:29]1[CH:34]=[CH:33][CH:32]=[CH:31][CH:30]=1 |f:4.5.6|. Reported procedure: DCC (5.24 g, 25.4 mmol) was added in portions over 10 min to a solution of 4-chloronicotinic acid (2.00 g, 12.7 mmol), ethanol (1.75 g, 38.1 mmol) and DMAP (0.19 g, 1.52 mmol) in DMF (20 mL) at 0° C. After stiffing for 1 h the reaction mixture was allowed to warm to room temperature and stirred overnight. Water (100 mL) was added and the solid formed was filtered off. The filtrate was extracted with DCM, washed with water, dried (MgSO4) and the solvent was removed in vacuo. The crude ethyl 4-chl...